Dataset: the Open Reaction Database (ORD), a public repository of structured organic reaction records. Task: describe an organic reaction: reactants, conditions, products, and yield Starting materials: [N+](=O)([O-])C1=C(C(=O)NC2=NC=C(N=C2)C2=CC(=CC=C2)C(F)(F)F)C=C(C=C1)N1CCCCC1 (2-nitro-5-(piperidin-1-yl)-N-(5-(3-(trifluoromethyl)phenyl)pyrazin-2-yl)benzamide). Reagents/catalysts: [Pd] (Pd/C). Solvent: CO.O1CCCC1 (methanol tetrahydrofuran). Reaction conditions: time 1 hour. Product: NC1=C(C(=O)NC2=NC=C(N=C2)C2=CC(=CC=C2)C(F)(F)F)C=C(C=C1)N1CCCCC1 (2-amino-5-(piperidin-1-yl)-N-(5-(3-(trifluoromethyl)phenyl)pyrazin-2-yl)-benzamide). As a reaction SMILES: [N+:1]([C:4]1[CH:28]=[CH:27][C:26]([N:29]2[CH2:34][CH2:33][CH2:32][CH2:31][CH2:30]2)=[CH:25][C:5]=1[C:6]([NH:8][C:9]1[CH:14]=[N:13][C:12]([C:15]2[CH:20]=[CH:19][CH:18]=[C:17]([C:21]([F:24])([F:23])[F:22])[CH:16]=2)=[CH:11][N:10]=1)=[O:7])([O-])=O>CO.O1CCCC1.[Pd]>[NH2:1][C:4]1[CH:28]=[CH:27][C:26]([N:29]2[CH2:34][CH2:33][CH2:32][CH2:31][CH2:30]2)=[CH:25][C:5]=1[C:6]([NH:8][C:9]1[CH:14]=[N:13][C:12]([C:15]2[CH:20]=[CH:19][CH:18]=[C:17]([C:21]([F:23])([F:24])[F:22])[CH:16]=2)=[CH:11][N:10]=1)=[O:7] |f:1.2|. Reported procedure: Into a 50-mL round bottom flask, was placed a solution of 2-nitro-5-(piperidin-1-yl)-N-(5-(3-(trifluoromethyl)phenyl)pyrazin-2-yl)benzamide (140 mg, 0.30 mmol, 1.00 equiv) in methanol/tetrahydrofuran (5 mL/2 mL). The mixture was treated with Pd/C and stirred under a hydrogen atmosphere for 1 h at room temperature. The solids were filtered out. The resulting solution was diluted with 50 mL of ethyl acetate. The mixture was dried over anhydrous sodium sulfate and concentrated under vacuum. This re...